Dataset: the Open Reaction Database (ORD), a public repository of structured organic reaction records. Task: describe an organic reaction: reactants, conditions, products, and yield Procedure: Using N-[6-(3-aminophenoxy)-1,3-benzothiazol-2-yl]acetamide (160 mg, 0.534 mmol) produced in Example A40(x), 4-chloro-3-(1-cyano-1-methylethyl)benzoic acid (240 mg, 1.07 mmol), tetrahydrofuran (4 mL), N,N-dimethylformamide (10 μL), oxalyl chloride (170 mg, 1.34 mmol) and N,N-dimethylformamide (4 mL), and in the same manner as in Example A40(xi), the title compound (112 mg, 42%) was obtained as a colorless solid. Starting materials: NC=1C=C(OC2=CC3=C(N=C(S3)NC(C)=O)C=C2)C=CC1 (N-[6-(3-aminophenoxy)-1,3-benzothiazol-2-yl]acetamide), C(C(=O)Cl)(=O)Cl (oxalyl chloride), ClC1=C(C=C(C(=O)O)C=C1)C(C)(C)C#N (4-chloro-3-(1-cyano-1-methylethyl)benzoic acid), O1CCCC1 (tetrahydrofuran). RXN SMILES: [NH2:1][C:2]1[CH:3]=[C:4]([CH:19]=[CH:20][CH:21]=1)[O:5][C:6]1[CH:18]=[CH:17][C:9]2[N:10]=[C:11]([NH:13][C:14](=[O:16])[CH3:15])[S:12][C:8]=2[CH:7]=1.[Cl:22][C:23]1[CH:31]=[CH:30][C:26]([C:27](O)=[O:28])=[CH:25][C:24]=1[C:32]([C:35]#[N:36])([CH3:34])[CH3:33].O1CCCC1.C(Cl)(=O)C(Cl)=O>CN(C)C=O>[C:14]([NH:13][C:11]1[S:12][C:8]2[CH:7]=[C:6]([O:5][C:4]3[CH:3]=[C:2]([NH:1][C:27](=[O:28])[C:26]4[CH:30]=[CH:31][C:23]([Cl:22])=[C:24]([C:32]([C:35]#[N:36])([CH3:33])[CH3:34])[CH:25]=4)[CH:21]=[CH:20][CH:19]=3)[CH:18]=[CH:17][C:9]=2[N:10]=1)(=[O:16])[CH3:15]. Run in CN(C=O)C (N,N-dimethylformamide), CN(C=O)C (N,N-dimethylformamide). The product is C(C)(=O)NC=1SC2=C(N1)C=CC(=C2)OC=2C=C(C=CC2)NC(C2=CC(=C(C=C2)Cl)C(C)(C)C#N)=O (N-(3-{[2-(acetylamino)-1,3-benzothiazol-6-yl]oxy}phenyl)-4-chloro-3-(1-cyano-1-methylethyl)benzamide). The yield is 41.5%. The reactants are O=C(Cl)C(=O)Cl, NCCCCC1CCN(C2c3ccccc3CCc3ccccc32)CC1, O=C(O)C=Cc1cccnc1. Product: O=C(C=Cc1cccnc1)NCCCCC1CCN(C2c3ccccc3CCc3ccccc32)CC1. As a reaction SMILES: [Cl:12][C:13]([C:14]([Cl:15])=[O:16])=[O:17].[cH:18]1[cH:19][cH:20][cH:21][c:22]2[c:28]1[CH2:27][CH2:26][c:25]1[c:24]([cH:32][cH:31][cH:30][cH:29]1)[CH:23]2[N:33]1[CH2:34][CH2:35][CH:36]([CH2:39][CH2:40][CH2:41][CH2:42][NH2:43])[CH2:37][CH2:38]1.[n:1]1[cH:2][c:3]([CH:7]=[CH:8][C:9](=[O:10])[OH:11])[cH:4][cH:5][cH:6]1>>[n:1]1[cH:2][c:3]([CH:7]=[CH:8][C:9](=[O:11])[NH:43][CH2:42][CH2:41][CH2:40][CH2:39][CH:36]2[CH2:35][CH2:34][N:33]([CH:23]3[c:22]4[cH:21][cH:20][cH:19][cH:18][c:28]4[CH2:27][CH2:26][c:25]4[c:24]3[cH:32][cH:31][cH:30][cH:29]4)[CH2:38][CH2:37]2)[cH:4][cH:5][cH:6]1. Reactants: CCCc1c(CSc2nnc(SCc3ccc(C(=O)OCC)cc3)s2)ccc(C(C)=O)c1O, CO, [Na+], C1CCOC1, [OH-], O. Yields the product CCCc1c(CSc2nnc(SCc3ccc(C(=O)O)cc3)s2)ccc(C(C)=O)c1O. As a reaction SMILES: [C:1]([CH3:2])(=[O:3])[c:4]1[c:5]([OH:33])[c:6]([CH2:30][CH2:31][CH3:32])[c:7]([CH2:8][S:9][c:10]2[n:11][n:12][c:13]([S:15][CH2:16][c:17]3[cH:18][cH:19][c:20]([C:21](=[O:22])[O:23][CH2:24][CH3:25])[cH:26][cH:27]3)[s:14]2)[cH:28][cH:29]1.[CH3:34][OH:35].[Na+:42].[O:36]1[CH2:37][CH2:38][CH2:39][CH2:40]1.[OH-:41].[OH2:43]>>[C:1]([CH3:2])(=[O:3])[c:4]1[c:5]([OH:33])[c:6]([CH2:30][CH2:31][CH3:32])[c:7]([CH2:8][S:9][c:10]2[n:11][n:12][c:13]([S:15][CH2:16][c:17]3[cH:18][cH:19][c:20]([C:21](=[O:22])[OH:23])[cH:26][cH:27]3)[s:14]2)[cH:28][cH:29]1. Starting materials: NC=1C=C(C=C(C1)Br)N(C(C)=O)C (N-(3-amino-5-bromophenyl)-N-methylacetamide), N(=O)[O-].[Na+] (NaNO2), [Na].C1(=CC=CC=C1)S (thiophenol sodium salt), Cl (HCl). Solvent: O (water), O (water). Conditions: temperature 0 celsius, time 10 minute. Product: BrC=1C=C(C=C(C1)SC1=CC=CC=C1)N(C(C)=O)C (N-(3-bromo-5-phenylsulphanylphenyl)-N-methylacetamide). The yield is 25.3%. RXN SMILES: N[C:2]1[CH:3]=[C:4]([N:9]([CH3:13])[C:10](=[O:12])[CH3:11])[CH:5]=[C:6]([Br:8])[CH:7]=1.Cl.N([O-])=O.[Na+].[Na].[C:20]1([SH:26])[CH:25]=[CH:24][CH:23]=[CH:22][CH:21]=1>O>[Br:8][C:6]1[CH:5]=[C:4]([N:9]([CH3:13])[C:10](=[O:12])[CH3:11])[CH:3]=[C:2]([S:26][C:20]2[CH:25]=[CH:24][CH:23]=[CH:22][CH:21]=2)[CH:7]=1 |f:2.3,4.5,^1:18|. Procedure details: 0.243 g (0.001 mol) of N-(3-amino-5-bromophenyl)-N-methylacetamide was suspended in 5 ml of water, treated with 0.2 ml (0.002 mol) of HCl (37%) and cooled to 0° C. A solution of 0.069 g (0.001 mol) of NaNO2 in 1 ml of water was added thereto, the mixture was stirred at 0° C. for 5 min. and subsequently at room temperature for 10 min. and finally treated with a suspension of 0.35 g (0.0025 mol) of thiophenol sodium salt. The reaction mixture was treated in an ultrasound bath for 10 min. and subse... Starting materials: O=C(O)Cc1cc(F)cc(F)c1, Nc1ccc2scnc2c1. Reagents/catalysts: C1CCC(CC1)N=C=NC2CCCCC2 (DCC), CN1CCOCC1 (NMM), Oc1cc(Cl)c(Cl)cc1Cl (2,4,5-Trichlorophenol). Solvent: CN(C)C=O (DMF), CN(C)C=O (DMF), CN(C)C=O (DMF), CN(C)C=O (DMF), CN(C)C=O (DMF), CN(C)C=O (DMF). Run at temperature 25 celsius, time 2 hour. Product: O=C(Cc1cc(F)cc(F)c1)Nc1ccc2scnc2c1. Isolated yield 7.3%. As a reaction SMILES: Nc1ccc2scnc2c1.O=C(O)Cc1cc(F)cc(F)c1.C1CCC(CC1)N=C=NC2CCCCC2.C1=C(C(=CC(=C1Cl)Cl)Cl)[O-].[Na+].CN1CCOCC1.CN(C)C=O>>O=C(Cc1cc(F)cc(F)c1)Nc1ccc2scnc2c1. The reactants are C(C)(C)(C)OC(=O)N[C@@H](CC1=CC=CC=C1)C(=O)NC1CN2C3=C(C=CC=C3C1)NC2=O ((-) t-Butoxycarbonyl N-(1,2,5,6-tetrahydro-2-oxo-4H-imidazo(4,5,1-ij)quinolin-5-yl)-L-phenylalaninamide). Run in Cl (hydrogen chloride). Product: O=C1NC=2C=CC=C3CC(CN1C23)NC([C@@H](N)CC2=CC=CC=C2)=O ((-) N-(1,2,5,6-tetrahydro-2-oxo-4H-imidazo(4,5,1-ij)quinolin-5-yl)phenylalaninamide). Yield: 100.9%. As a reaction SMILES: C(OC([NH:8][C@H:9]([C:17]([NH:19][CH:20]1[CH2:29][C:28]2[C:23]3=[C:24]([NH:30][C:31](=[O:32])[N:22]3[CH2:21]1)[CH:25]=[CH:26][CH:27]=2)=[O:18])[CH2:10][C:11]1[CH:16]=[CH:15][CH:14]=[CH:13][CH:12]=1)=O)(C)(C)C>Cl>[O:32]=[C:31]1[N:22]2[C:23]3[C:28]([CH2:29][CH:20]([NH:19][C:17](=[O:18])[C@H:9]([CH2:10][C:11]4[CH:16]=[CH:15][CH:14]=[CH:13][CH:12]=4)[NH2:8])[CH2:21]2)=[CH:27][CH:26]=[CH:25][C:24]=3[NH:30]1. Procedure details: (-) t-Butoxycarbonyl N-(1,2,5,6-tetrahydro-2-oxo-4H-imidazo(4,5,1-ij)quinolin-5-yl)-L-phenylalaninamide (1.8 g) was stirred in ethanolic hydrogen chloride (50 mL of 4.0 N) for 1 hour. The solvent was removed and the residual oil was partitioned between chloroform and sodium hydroxide solution. Evaporation of the chloroform gave 1.4 g of (-) N-(1,2,5,6-tetrahydro-2-oxo-4H-imidazo(4,5,1-ij)quinolin-5-yl)phenylalaninamide. This was dissolved in acetonitrile:THF (30 mL of 1:1) and phenyl isothiocyca... Starting materials: CC(C)(C)[Si](OCCCN1Cc2ccccc2NS1(=O)=O)(c1ccccc1)c1ccccc1, CCCC[N+](CCCC)(CCCC)CCCC, CC(=O)O, [F-], C1CCOC1, O. Yields the product O=S1(=O)Nc2ccccc2CN1CCCO. As a reaction SMILES: [C:1]([Si:2]([c:3]1[cH:4][cH:5][cH:22][cH:23][cH:24]1)([O:6][CH2:7][CH2:8][CH2:9][N:10]1[S:11](=[O:20])(=[O:21])[NH:12][c:13]2[c:14]([cH:16][cH:17][cH:18][cH:19]2)[CH2:15]1)[c:25]1[cH:26][cH:27][cH:28][cH:29][cH:30]1)([CH3:31])([CH3:32])[CH3:33].[CH3:35][CH2:36][CH2:37][CH2:38][N+:39]([CH2:40][CH2:41][CH2:42][CH3:43])([CH2:44][CH2:45][CH2:46][CH3:47])[CH2:48][CH2:49][CH2:50][CH3:51].[CH3:52][C:53](=[O:54])[OH:55].[F-:34].[O:56]1[CH2:57][CH2:58][CH2:59][CH2:60]1.[OH2:61]>>[OH:6][CH2:7][CH2:8][CH2:9][N:10]1[S:11](=[O:20])(=[O:21])[NH:12][c:13]2[c:14]([cH:16][cH:17][cH:18][cH:19]2)[CH2:15]1.